From a dataset of the Open Reaction Database (ORD), a public repository of structured organic reaction records. describe an organic reaction: reactants, conditions, products, and yield Starting materials: N1C=NC(=C1)C1=NC=CC(=C1)C#N (2-(1H-imidazol-4-yl)pyridine-4-carbonitrile), Br.BrCCCN(C)C ((3-bromopropyl)dimethylamine hydrogen bromide). The product is CN(CCCN1C=NC(=C1)C1=NC=CC(=C1)C#N)C (2-{1-[3-(dimethylamino)propyl]-1H-imidazol-4-yl}pyridine-4-carbonitrile). As a reaction SMILES: [NH:1]1[CH:5]=[C:4]([C:6]2[CH:11]=[C:10]([C:12]#[N:13])[CH:9]=[CH:8][N:7]=2)[N:3]=[CH:2]1.Br.Br[CH2:16][CH2:17][CH2:18][N:19]([CH3:21])[CH3:20]>>[CH3:20][N:19]([CH3:21])[CH2:18][CH2:17][CH2:16][N:1]1[CH:5]=[C:4]([C:6]2[CH:11]=[C:10]([C:12]#[N:13])[CH:9]=[CH:8][N:7]=2)[N:3]=[CH:2]1 |f:1.2|. Procedure: The title compound was prepared from 2-(1H-imidazol-4-yl)pyridine-4-carbonitrile and (3-bromopropyl)dimethylamine hydrogen bromide according to the procedure for the preparation of Example 35, part A. [M+H] Calc'd for C14H17N5, 256. Found, 256. Starting materials: COc1ccc(N2CCN(C(C)C)CC2)cc1[N+](=O)[O-], CCO. The product is COc1ccc(N2CCN(C(C)C)CC2)cc1N. As a reaction SMILES: [CH3:1][CH:2]([CH3:3])[N:4]1[CH2:5][CH2:6][N:7]([c:10]2[cH:11][c:12]([N+:18]([O-:19])=[O:20])[c:13]([O:16][CH3:17])[cH:14][cH:15]2)[CH2:8][CH2:9]1.[CH3:21][CH2:22][OH:23]>>[CH3:1][CH:2]([CH3:3])[N:4]1[CH2:5][CH2:6][N:7]([c:10]2[cH:11][c:12]([NH2:18])[c:13]([O:16][CH3:17])[cH:14][cH:15]2)[CH2:8][CH2:9]1. The reactants are OCCCC1=CC=C(C=C1)C1=CC(=CC(=C1)O)C1=CC=C(C=C1)CCCO (4,4″-bis-(3-hydroxy-propyl)-[1,1′;3′,1″]terphenyl-5′-ol), C(C(=C)C)(=O)O (methacrylic acid). Yields the product CC(C(=O)OCCCC1=CC=C(C=C1)C1=CC(=CC(=C1)OC(C(=C)C)=O)C1=CC=C(C=C1)CCCOC(C(=C)C)=O)=C (2-methyl-acrylic acid-4,4″-bis-[3-(2-methyl-acryloyloxy)-propyl]-[1,1′;3′,1″]terphenyl-5′-yl ester). As a reaction SMILES: [OH:1][CH2:2][CH2:3][CH2:4][C:5]1[CH:10]=[CH:9][C:8]([C:11]2[CH:16]=[C:15]([OH:17])[CH:14]=[C:13]([C:18]3[CH:23]=[CH:22][C:21]([CH2:24][CH2:25][CH2:26][OH:27])=[CH:20][CH:19]=3)[CH:12]=2)=[CH:7][CH:6]=1.[C:28]([OH:33])(=O)[C:29]([CH3:31])=[CH2:30]>>[CH3:30][C:29](=[CH2:31])[C:28]([O:1][CH2:2][CH2:3][CH2:4][C:5]1[CH:6]=[CH:7][C:8]([C:11]2[CH:16]=[C:15]([O:17][C:28](=[O:33])[C:29]([CH3:31])=[CH2:30])[CH:14]=[C:13]([C:18]3[CH:23]=[CH:22][C:21]([CH2:24][CH2:25][CH2:26][O:27][C:28](=[O:33])[C:29]([CH3:31])=[CH2:30])=[CH:20][CH:19]=3)[CH:12]=2)=[CH:9][CH:10]=1)=[O:33]. Procedure: In analogy to step 2 of example 1, 4,4″-bis-(3-hydroxy-propyl)-[1,1′;3′,1″]terphenyl-5′-ol and methacrylic acid are reacted to give 2-methyl-acrylic acid-4,4″-bis-[3-(2-methyl-acryloyloxy)-propyl]-[1,1′;3′,1″]terphenyl-5′-yl ester as colourless oil. Starting materials: Cc1c(NC(c2nnc(-c3ccccc3)s2)C(C)O[Si](C)(C)C(C)(C)C)ccc(C#N)c1Cl, CCCC[N+](CCCC)(CCCC)CCCC, [F-]. Product: Cc1c(NC(c2nnc(-c3ccccc3)s2)C(C)O)ccc(C#N)c1Cl. As a reaction SMILES: [C:1]([Si:2]([CH3:3])([CH3:4])[O:6][CH:7]([CH:8]([c:9]1[s:10][c:11](-[c:14]2[cH:15][cH:16][cH:17][cH:18][cH:19]2)[n:12][n:13]1)[NH:20][c:21]1[c:22]([CH3:30])[c:23]([Cl:29])[c:24]([C:25]#[N:26])[cH:27][cH:28]1)[CH3:31])([CH3:5])([CH3:32])[CH3:33].[CH3:35][CH2:36][CH2:37][CH2:38][N+:39]([CH2:40][CH2:41][CH2:42][CH3:43])([CH2:44][CH2:45][CH2:46][CH3:47])[CH2:48][CH2:49][CH2:50][CH3:51].[F-:34]>>[OH:6][CH:7]([CH:8]([c:9]1[s:10][c:11](-[c:14]2[cH:15][cH:16][cH:17][cH:18][cH:19]2)[n:12][n:13]1)[NH:20][c:21]1[c:22]([CH3:30])[c:23]([Cl:29])[c:24]([C:25]#[N:26])[cH:27][cH:28]1)[CH3:31]. Starting materials: C(CCC)(OC)(OC)OC (Trimethyl orthobutyrate), Cl.N1=CC=CC=C1 (pyridine hydrochloride), NC=1C=NC2=CC=CC=C2C1NCC(C)(O)C (1-[(3-aminoquinolin-4-yl)amino]-2-methylpropan-2-ol). Run in C(C)#N (acetonitrile). The product is C(CC)C=1N(C2=C(C=NC=3C=CC=CC23)N1)CC(C)(O)C (1-(2-propyl-1H-imidazo[4,5-c]quinolin-1-yl)-2-methylpropan-2-ol). As a reaction SMILES: [C:1](OC)(OC)(OC)[CH2:2][CH2:3][CH3:4].Cl.N1C=CC=CC=1.[NH2:18][C:19]1[CH:20]=[N:21][C:22]2[C:27]([C:28]=1[NH:29][CH2:30][C:31]([CH3:34])([OH:33])[CH3:32])=[CH:26][CH:25]=[CH:24][CH:23]=2>C(#N)C>[CH2:2]([C:1]1[N:29]([CH2:30][C:31]([CH3:34])([OH:33])[CH3:32])[C:28]2[C:27]3[CH:26]=[CH:25][CH:24]=[CH:23][C:22]=3[N:21]=[CH:20][C:19]=2[N:18]=1)[CH2:3][CH3:4] |f:1.2|. Reported procedure: Trimethyl orthobutyrate (1.90 g, 12.7 mmol) and pyridine hydrochloride (0.13 g, 1.2 mmol) were added to a suspension of 1-[(3-aminoquinolin-4-yl)amino]-2-methylpropan-2-ol (prepared as described in Part A of Example 8, approximately 2.7 g, 11.5 mmol) in acetonitrile (60 mL). The reaction mixture was heated at reflux for 45 minutes with a Dean Stark trap, then was allowed to cool to room temperature and was concentrated under reduced pressure. The crude product was subjected to flash chromatograp...